Dataset: the Open Reaction Database (ORD), a public repository of structured organic reaction records. Task: describe an organic reaction: reactants, conditions, products, and yield The reactants are OCC1=CC2=C(N(CC(N2)=O)C(C)C)N=C1 (7-(hydroxymethyl)-4-isopropyl-3,4-dihydropyrido[2,3-b]pyrazin-2(1H)-one), Cl.ClC1=CC=C(C=C1)N1CCNCC1 (1-(4-chlorophenyl)piperazine hydrochloride), [I-].C(#N)C[P+](C)(C)C ((cyanomethyl)trimethylphosphonium iodide), CCN(C(C)C)C(C)C (DIEA). Run in C(CC)#N (propiononitrile). Run at temperature 90 celsius, time 8 hour. The product is ClC1=CC=C(C=C1)N1CCN(CC1)CC1=CC2=C(N(CC(N2)=O)C(C)C)N=C1 (7-((4-(4-chlorophenyl)piperazin-1-yl)methyl)-4-isopropyl-3,4-dihydropyrido[2,3-b]pyrazin-2(1H)-one). The yield is 25.8%. RXN SMILES: O[CH2:2][C:3]1[CH:16]=[N:15][C:6]2[N:7]([CH:12]([CH3:14])[CH3:13])[CH2:8][C:9](=[O:11])[NH:10][C:5]=2[CH:4]=1.[I-].C(C[P+](C)(C)C)#N.CCN(C(C)C)C(C)C.Cl.[Cl:35][C:36]1[CH:41]=[CH:40][C:39]([N:42]2[CH2:47][CH2:46][NH:45][CH2:44][CH2:43]2)=[CH:38][CH:37]=1>C(#N)CC>[Cl:35][C:36]1[CH:37]=[CH:38][C:39]([N:42]2[CH2:47][CH2:46][N:45]([CH2:2][C:3]3[CH:16]=[N:15][C:6]4[N:7]([CH:12]([CH3:14])[CH3:13])[CH2:8][C:9](=[O:11])[NH:10][C:5]=4[CH:4]=3)[CH2:44][CH2:43]2)=[CH:40][CH:41]=1 |f:1.2,4.5|. Procedure details: The 7-(hydroxymethyl)-4-isopropyl-3,4-dihydropyrido[2,3-b]pyrazin-2(1H)-one (100 mg, 0.452 mmol) was weighed into a vial and taken up as a suspension in propiononitrile (1 mL). Next was added (cyanomethyl)trimethylphosphonium iodide (132 mg, 0.542 mmol) followed by DIEA (0.237 mL, 1.356 mmol). To the stirred white suspension was then added the 1-(4-chlorophenyl)piperazine hydrochloride (116 mg, 0.50 mmol). The reaction was stirred overnight at 90° C. The crude reaction was cooled to room tempera...